The task is: describe an organic reaction: reactants, conditions, products, and yield. This data is from the Open Reaction Database (ORD), a public repository of structured organic reaction records. Reactants: BrC=1C(=NC(=NC1)NCCOC)[C@@H](CC1=CC(=CC(=C1)F)F)NC(CN1N=C(C=2CCCCC12)C(F)(F)F)=O ((R)—N-(1-(5-bromo-2-((2-methoxyethyl)amino)pyrimidin-4-yl)-2-(3,5-difluorophenyl)ethyl)-2-(3-(trifluoromethyl)-4,5,6,7-tetrahydro-1H-indazol-1-yl)acetamide), BrC=1C(=NC(=NC1)S(=O)(=O)C)[C@H](CC1=CC(=CC(=C1)F)F)NC(CN1N=C(C=2C(CCC(C12)(F)F)(F)F)C(F)F)=O ((S)—N-(1-(5-bromo-2-(methylsulfonyl)pyrimidin-4-yl)-2-(3,5-difluorophenyl)ethyl)-2-(3-(difluoromethyl)-4,4,7,7-tetrafluoro-4,5,6,7-tetrahydro-1H-indazol-1-yl)acetamide). The product is BrC=1C(=NC(=NC1)NCCOC)[C@H](CC1=CC(=CC(=C1)F)F)NC(CN1N=C(C=2C(CCC(C12)(F)F)(F)F)C(F)F)=O ((S)—N-(1-(5-bromo-2-((2-methoxyethyl)amino)pyrimidin-4-yl)-2-(3,5-difluorophenyl)ethyl)-2-(3-(difluoromethyl)-4,4,7,7-tetrafluoro-4,5,6,7-tetrahydro-1H-indazol-1-yl)acetamide). RXN SMILES: BrC1C([C@H](NC(=O)CN2C3CCCCC=3C(C(F)(F)F)=N2)CC2C=C(F)C=C(F)C=2)=NC([NH:8][CH2:9][CH2:10][O:11][CH3:12])=NC=1.[Br:40][C:41]1[C:42]([C@@H:51]([NH:61][C:62](=[O:80])[CH2:63][N:64]2[C:72]3[C:71]([F:74])([F:73])[CH2:70][CH2:69][C:68]([F:76])([F:75])[C:67]=3[C:66]([CH:77]([F:79])[F:78])=[N:65]2)[CH2:52][C:53]2[CH:58]=[C:57]([F:59])[CH:56]=[C:55]([F:60])[CH:54]=2)=[N:43][C:44](S(C)(=O)=O)=[N:45][CH:46]=1>>[Br:40][C:41]1[C:42]([C@@H:51]([NH:61][C:62](=[O:80])[CH2:63][N:64]2[C:72]3[C:71]([F:74])([F:73])[CH2:70][CH2:69][C:68]([F:76])([F:75])[C:67]=3[C:66]([CH:77]([F:79])[F:78])=[N:65]2)[CH2:52][C:53]2[CH:58]=[C:57]([F:59])[CH:56]=[C:55]([F:60])[CH:54]=2)=[N:43][C:44]([NH:8][CH2:9][CH2:10][O:11][CH3:12])=[N:45][CH:46]=1. Reported procedure: The title compound (12D) was prepared according to the method presented for the synthesis of compound 11I of Example 11 utilizing 12C. MS (m/z) 671.34 [M+H]+. Starting materials: C1CCOC1, CO, CCOC(=O)c1cn(C)c(=O)c(C)c1Cl, Cl, [Li+], [OH-]. Yields the product Cc1c(Cl)c(C(=O)O)cn(C)c1=O. RXN SMILES: [CH2:21]1[O:22][CH2:23][CH2:24][CH2:25]1.[CH3:16][OH:17].[Cl:1][c:2]1[c:3]([C:11](=[O:12])[O:13][CH2:14][CH3:15])[cH:4][n:5]([CH3:10])[c:6](=[O:9])[c:7]1[CH3:8].[ClH:20].[Li+:19].[OH-:18]>>[Cl:1][c:2]1[c:3]([C:11](=[O:12])[OH:13])[cH:4][n:5]([CH3:10])[c:6](=[O:9])[c:7]1[CH3:8]. Reaction SMILES: F[C:2]1[CH:21]=[CH:20][C:5]([C:6]([NH:8][C:9]2[CH:14]=[CH:13][C:12]([O:15][C:16]([F:19])([F:18])[F:17])=[CH:11][CH:10]=2)=[O:7])=[CH:4][C:3]=1[C:22]1[S:26][CH:25]=[N:24][CH:23]=1.[NH:27]1[CH2:31][C@H:30]([OH:32])[C@@H:29]([OH:33])[CH2:28]1>CS(C)=O>[OH:33][C@@H:29]1[C@@H:30]([OH:32])[CH2:31][N:27]([C:2]2[CH:21]=[CH:20][C:5]([C:6]([NH:8][C:9]3[CH:14]=[CH:13][C:12]([O:15][C:16]([F:19])([F:18])[F:17])=[CH:11][CH:10]=3)=[O:7])=[CH:4][C:3]=2[C:22]2[S:26][CH:25]=[N:24][CH:23]=2)[CH2:28]1. Reported procedure: A solution of 4-fluoro-3-(thiazol-5-yl)-N-(4-(trifluoromethoxy)phenyl)benzamide (Stage 1.1, 60 mg, 0.13 mmol), (3S,4S)-pyrrolidine-3,4-diol (28.2 mg. 0.273 mmol) and TEA (76 μL, 0.546 mmol) in DMSO (103 μL) was stirred at 105° C. for 90 h. The solvent was evaporated off under reduced pressure and the crude product was purified by preparative SFC (Column Diol, from 22% to 27% in 10 min) to afford the title compound as a yellow powder. UPLC-MS (Condition 1) tR=2.18 min, m/z=466.0 [M+H]+, m/z=464.1... Starting materials: FC1=C(C=C(C(=O)NC2=CC=C(C=C2)OC(F)(F)F)C=C1)C1=CN=CS1 (4-fluoro-3-(thiazol-5-yl)-N-(4-(trifluoromethoxy)phenyl)benzamide), N1C[C@@H]([C@H](C1)O)O ((3S,4S)-pyrrolidine-3,4-diol), TEA. The product is O[C@H]1CN(C[C@@H]1O)C1=C(C=C(C(=O)NC2=CC=C(C=C2)OC(F)(F)F)C=C1)C1=CN=CS1 (4-((3S,4S)-3,4-Dihydroxypyrrolidin-1-yl)-3-(thiazol-5-yl)-N-(4-(trifluoromethoxy)phenyl)benzamide). Run in CS(=O)C (DMSO). Starting materials: C(C=C)#N (acrylonitrile), C(C1=CC(=CC=C1)OC)C1(C(NC2=CC=CC=C12)=O)O (3-(m-anisyl)-3-hydroxyindolin-2-one). Product: C(#N)CCN1C(C(C2=CC=CC=C12)(O)CC1=CC(=CC=C1)OC)=O (1-(2-cyanoethyl)-3-(m-anisyl)-3-hydroxy-indolin- 2-one). As a reaction SMILES: [C:1](#[N:4])[CH:2]=[CH2:3].[CH2:5]([C:14]1([OH:24])[C:22]2[C:17](=[CH:18][CH:19]=[CH:20][CH:21]=2)[NH:16][C:15]1=[O:23])[C:6]1[CH:11]=[CH:10][CH:9]=[C:8]([O:12][CH3:13])[CH:7]=1>>[C:1]([CH2:2][CH2:3][N:16]1[C:17]2[C:22](=[CH:21][CH:20]=[CH:19][CH:18]=2)[C:14]([CH2:5][C:6]2[CH:11]=[CH:10][CH:9]=[C:8]([O:12][CH3:13])[CH:7]=2)([OH:24])[C:15]1=[O:23])#[N:4]. Procedure details: Reaction of acrylonitrile with -3-(m-anisyl)-3-hydroxyindolin-2-one by a process analogous to that of Example 1 gives 1-(2-cyanoethyl)-3-(m-anisyl)-3-hydroxy-indolin- 2-one. Hydrogenation of the 1-(2-cyanoethyl)- 3-(m-anisyl) 3-hydroxy-indolin-2-one by a procedure analogous to that of Example 2 gives 1-(3-aminopropyl)- 3-(m-anisyl)-3-hydroxy-indolin-2-one. Cyclodehydration of the 1-(3-aminopropyl)-3-(m-anisyl)-3-hydroxy-indolin- 2-one by a procedure analogous to that of Example 3 gives 10-(m-ani... Reactants: Br[Mg]c1ccccc1, O=C(C=Cc1ccccc1)C=Cc1ccccc1, O=C(C=Cc1ccccc1)C=Cc1ccccc1, O=C(C=Cc1ccccc1)C=Cc1ccccc1, CCCn1nc2c(Cl)cccc2c1-c1ccc(OC)cc1, Cl, C1COCCO1, [Pd], [Pd]. The product is CCCn1nc2c(-c3ccccc3)cccc2c1-c1ccc(OC)cc1. As a reaction SMILES: [Br:22][Mg:23][c:24]1[cH:25][cH:26][cH:27][cH:28][cH:29]1.[CH:39](=[CH:40][C:41]([CH:42]=[CH:43][c:44]1[cH:45][cH:46][cH:47][cH:48][cH:49]1)=[O:50])[c:51]1[cH:52][cH:53][cH:54][cH:55][cH:56]1.[CH:57](=[CH:58][C:59]([CH:60]=[CH:61][c:62]1[cH:63][cH:64][cH:65][cH:66][cH:67]1)=[O:68])[c:69]1[cH:70][cH:71][cH:72][cH:73][cH:74]1.[CH:75](=[CH:76][C:77]([CH:78]=[CH:79][c:80]1[cH:81][cH:82][cH:83][cH:84][cH:85]1)=[O:86])[c:87]1[cH:88][cH:89][cH:90][cH:91][cH:92]1.[Cl:1][c:2]1[cH:3][cH:4][cH:5][c:6]2[c:7](-[c:14]3[cH:15][cH:16][c:17]([O:20][CH3:21])[cH:18][cH:19]3)[n:8]([CH2:11][CH2:12][CH3:13])[n:9][c:10]12.[ClH:30].[O:31]1[CH2:32][CH2:33][O:34][CH2:35][CH2:36]1.[Pd:37].[Pd:38]>>[c:2]1(-[c:24]2[cH:25][cH:26][cH:27][cH:28][cH:29]2)[cH:3][cH:4][cH:5][c:6]2[c:7](-[c:14]3[cH:15][cH:16][c:17]([O:20][CH3:21])[cH:18][cH:19]3)[n:8]([CH2:11][CH2:12][CH3:13])[n:9][c:10]12. Starting materials: CCOC(=O)C=CC(=O)OCC, CCO, CCO, NO, NO, [Na+], [Na+], [Na+], O=S(=O)([O-])[O-], [OH-], O=S(=O)(O)O. The product is CCOC(=O)CC(NO)C(=O)OCC. Reaction SMILES: [C:17]([CH:18]=[CH:19][C:20](=[O:21])[O:22][CH2:23][CH3:24])(=[O:25])[O:26][CH2:27][CH3:28].[CH2:31]([OH:32])[CH3:33].[CH3:34][CH2:35][OH:36].[NH2:29][OH:30].[NH2:6][OH:7].[Na+:10].[Na+:11].[Na+:9].[O-:12][S:13](=[O:14])(=[O:15])[O-:16].[OH-:8].[S:1]([OH:2])([OH:3])(=[O:4])=[O:5]>>[NH:6]([OH:7])[CH:19]([CH2:18][C:17](=[O:25])[O:26][CH2:27][CH3:28])[C:20](=[O:21])[O:22][CH2:23][CH3:24]. Yields the product C1(CCCC1)NC1=C(C=NC2=CC(=C(C=C12)OC)OCCOC)C#N (4-cyclopentylamino-6-methoxy-7-(2-methoxyethoxy)-3-quinolinecarbonitrile). Procedure: A mixture of 4-cyclopentylamino-7-fluoro-6-methoxy-3-quinolinecarbonitrile (150 mg, 0.53 mmol) and sodium hydride (53 mg, 2.21 mmol) in 1.6 mL of 2-methoxyethanol is heated at reflux for 30 minutes, then cooled to room temperature. The reaction mixture is partitioned between aqueous sodium bicarbonate and ethyl acetate. The organic phase is dried over sodium sulfate, filtered and concentrated in vacuo. Purification by preparative thin layer chromatography, eluting with 5% methanol in dichloromet... Reactants: C1(CCCC1)NC1=C(C=NC2=CC(=C(C=C12)OC)F)C#N (4-cyclopentylamino-7-fluoro-6-methoxy-3-quinolinecarbonitrile), [H-].[Na+] (sodium hydride), COCCO (2-methoxyethanol). RXN SMILES: [CH:1]1([NH:6][C:7]2[C:16]3[C:11](=[CH:12][C:13](F)=[C:14]([O:17][CH3:18])[CH:15]=3)[N:10]=[CH:9][C:8]=2[C:20]#[N:21])[CH2:5][CH2:4][CH2:3][CH2:2]1.[H-].[Na+].[CH3:24][O:25][CH2:26][CH2:27][OH:28]>>[CH:1]1([NH:6][C:7]2[C:16]3[C:11](=[CH:12][C:13]([O:28][CH2:27][CH2:26][O:25][CH3:24])=[C:14]([O:17][CH3:18])[CH:15]=3)[N:10]=[CH:9][C:8]=2[C:20]#[N:21])[CH2:5][CH2:4][CH2:3][CH2:2]1 |f:1.2|.